Dataset: the Open Reaction Database (ORD), a public repository of structured organic reaction records. Task: describe an organic reaction: reactants, conditions, products, and yield Starting materials: CC(C)(C)OC(=O)CON, [Na+], C1CCOC1, [OH-], O, O=C(O)C(=O)c1cnsn1. Product: CC(C)(C)OC(=O)CON=C(C(=O)O)c1cnsn1. As a reaction SMILES: [C:11]([CH3:12])([CH3:13])([CH3:14])[O:15][C:16](=[O:17])[CH2:18][O:19][NH2:20].[Na+:22].[O:23]1[CH2:24][CH2:25][CH2:26][CH2:27]1.[OH-:21].[OH2:28].[s:1]1[n:2][c:3]([C:6]([C:7](=[O:8])[OH:9])=[O:10])[cH:4][n:5]1>>[s:1]1[n:2][c:3]([C:6]([C:7](=[O:8])[OH:9])=[N:20][O:19][CH2:18][C:16]([O:15][C:11]([CH3:12])([CH3:13])[CH3:14])=[O:17])[cH:4][n:5]1. The reactants are ClC1=C(C=O)C=CC(=N1)Cl (2,6-Dichloronicotinaldehyde), C[O-].[Na+] (sodium methoxide). Conditions: temperature 55 celsius, time 3 hour. Yields the product ClC1=NC(=C(C=O)C=C1)OC (6-chloro-2-methoxynicotinaldehyde). Yield: 71.3%. RXN SMILES: Cl[C:2]1[N:9]=[C:8]([Cl:10])[CH:7]=[CH:6][C:3]=1[CH:4]=[O:5].[CH3:11][O-:12].[Na+]>>[Cl:10][C:8]1[CH:7]=[CH:6][C:3]([CH:4]=[O:5])=[C:2]([O:12][CH3:11])[N:9]=1 |f:1.2|. Procedure: 2,6-Dichloronicotinaldehyde (1 g, 5.68 mmol) was diluted with sodium methoxide (11.4 mL, 5.68 mmol) (solution in methanol) and heated to 55° C. After stirring for 3 hours, the reaction was loaded directly onto a silica gel column and eluted with 5% ethyl acetate/hexanes to 50% ethyl acetate/hexanes to yield 6-chloro-2-methoxynicotinaldehyde (0.695 g, 4.05 mmol, 71.3% yield).